Dataset: the Open Reaction Database (ORD), a public repository of structured organic reaction records. Task: describe an organic reaction: reactants, conditions, products, and yield RXN SMILES: C([Li])CCC.[Br-].[F:7][C:8]1[CH:13]=[CH:12][C:11]([CH2:14][CH2:15][P+](C2C=CC=CC=2)(C2C=CC=CC=2)C2C=CC=CC=2)=[CH:10][C:9]=1[O:35][C:36]1[CH:41]=[CH:40][CH:39]=[CH:38][CH:37]=1.[CH3:42][O:43][C:44]1[CH:49]=[CH:48][C:47]([C:50]([C:54]([F:57])([F:56])[F:55])([CH3:53])[CH:51]=O)=[CH:46][CH:45]=1.[CH3:58][CH2:59][CH2:60][CH2:61][CH2:62]C>O1CCCC1>[F:7][C:8]1[CH:13]=[CH:12][C:11]([CH2:14][CH:15]=[CH:51][C:50]([C:47]2[CH:48]=[CH:49][C:44]([O:43][C:42]3[CH:62]=[CH:61][CH:60]=[CH:59][CH:58]=3)=[CH:45][CH:46]=2)([C:54]([F:57])([F:56])[F:55])[CH3:53])=[CH:10][C:9]=1[O:35][C:36]1[CH:37]=[CH:38][CH:39]=[CH:40][CH:41]=1 |f:1.2|. Run at time 2 hour. Yield: 80.5%. The reactants are COC1=CC=C(C=C1)C(C=O)(C)C(F)(F)F (2-(4-methoxyphenyl)-2-trifluoromethylpropionaldehyde), ice water, C(CCC)[Li] (butyllithium), CCCCCC (hexane), [Br-].FC1=C(C=C(C=C1)CC[P+](C1=CC=CC=C1)(C1=CC=CC=C1)C1=CC=CC=C1)OC1=CC=CC=C1 ([2-(4-fluoro-3-phenoxyphenyl)ethyl]triphenylphosphonium bromide). Procedure details: A solution of butyllithium in hexane (1.6 molar; 30 ml) was added, dropwise, under a nitrogen atmosphere to [2-(4-fluoro-3-phenoxyphenyl)ethyl]triphenylphosphonium bromide (26.76 g; 48 mmol) in absolute tetrahydrofuran (200 ml). After stirring for two hours, 2-(4-methoxyphenyl)-2-trifluoromethylpropionaldehyde (10.13 g; 43.63 mmol) dissolve in absolute tetrahydrofuran (80 ml) was added, dropwise. The mixture was heated at reflux for 3 hours and then added to ice-water, extracted with ethyl aceta... The solvent is O1CCCC1 (tetrahydrofuran), O1CCCC1 (tetrahydrofuran). Product: FC1=C(C=C(C=C1)CC=CC(C)(C(F)(F)F)C1=CC=C(C=C1)OC1=CC=CC=C1)OC1=CC=CC=C1 (1-(4-fluoro-3-phenoxyphenyl)-4-(4-phenoxyphenyl)-4-trifluoromethyl-2-pentene). The reactants are [Al+3], O=CN1CCC(C(=O)O)CC1, [Cl-], [Cl-], [Cl-], [Cl-], Fc1cccc(F)c1. The product is O=CN1CCC(C(=O)c2ccc(F)cc2F)CC1. As a reaction SMILES: [Al+3:2].[CH:6](=[O:7])[N:8]1[CH2:9][CH2:10][CH:11]([C:12](=[O:13])[OH:14])[CH2:15][CH2:16]1.[Cl-:1].[Cl-:3].[Cl-:4].[Cl-:5].[F:17][c:18]1[cH:19][cH:20][cH:21][c:22]([F:23])[cH:24]1>>[CH:6](=[O:7])[N:8]1[CH2:9][CH2:10][CH:11]([C:12](=[O:14])[c:19]2[c:18]([F:17])[cH:24][c:22]([F:23])[cH:21][cH:20]2)[CH2:15][CH2:16]1. Reactants: ClC=1C(=C2N=C(C(=NC2=CC1Cl)OC)OC)N(S(=O)(=O)C)CC=1C=NC=CC1 (N-(6,7-dichloro-2,3-dimethoxyquinoxalin-5-yl)-N-(3-pyridylmethyl)-methanesulphonamide), Cl (hydrochloric acid). Run in O1CCOCC1 (dioxane). The product is Cl.ClC=1C(=C2NC(C(NC2=CC1Cl)=O)=O)N(S(=O)(=O)C)CC=1C=NC=CC1 (N-(1.4-Dihydro-6.7-dichloro-2.3-dioxoquinoxaline-5-yl)-N-(3-pyridylmethyl)methanesulphonamide hydrochloride). The yield is 181.3%. Reaction SMILES: [Cl:1][C:2]1[C:3]([N:17]([CH2:22][C:23]2[CH:24]=[N:25][CH:26]=[CH:27][CH:28]=2)[S:18]([CH3:21])(=[O:20])=[O:19])=[C:4]2[C:9](=[CH:10][C:11]=1[Cl:12])[N:8]=[C:7]([O:13]C)[C:6]([O:15]C)=[N:5]2.Cl>O1CCOCC1>[ClH:1].[Cl:1][C:2]1[C:3]([N:17]([CH2:22][C:23]2[CH:24]=[N:25][CH:26]=[CH:27][CH:28]=2)[S:18]([CH3:21])(=[O:20])=[O:19])=[C:4]2[C:9](=[CH:10][C:11]=1[Cl:12])[NH:8][C:7](=[O:13])[C:6](=[O:15])[NH:5]2 |f:3.4|. Procedure: A mixture of N-(6,7-dichloro-2,3-dimethoxyquinoxalin-5-yl)-N-(3-pyridylmethyl)-methanesulphonamide (130 mg, 0.293 mmol), 2M hydrochloric acid (2 ml) and dioxane (4 ml) was heated at reflux for 2.5 hours, cooled, and concentrated under reduced pressure. The residue was suspended in water (1 ml), filtered off, and washed with water and ether to give the title compound (120 mg, 98%) as a white solid, m.p. 234°-235° C. (dec.). The reactants are ClCCl, O=C(O)C(F)(F)F, CC1CCN(c2cc(C3CCS(=O)(=O)CC3)ccc2NC(=O)c2nc(C#N)cn2COCC[Si](C)(C)C)CC1. Product: CC1CCN(c2cc(C3CCS(=O)(=O)CC3)ccc2NC(=O)c2nc(C#N)c[nH]2)CC1. RXN SMILES: [Cl:47][CH2:48][Cl:49].[F:40][C:41]([F:42])([F:43])[C:44]([OH:45])=[O:46].[O:1]=[S:2]1(=[O:39])[CH2:3][CH2:4][CH:5]([c:8]2[cH:9][c:10]([N:32]3[CH2:33][CH2:34][CH:35]([CH3:38])[CH2:36][CH2:37]3)[c:11]([NH:14][C:15](=[O:16])[c:17]3[n:18]([CH2:24][O:25][CH2:26][CH2:27][Si:28]([CH3:29])([CH3:30])[CH3:31])[cH:19][c:20]([C:22]#[N:23])[n:21]3)[cH:12][cH:13]2)[CH2:6][CH2:7]1>>[O:1]=[S:2]1(=[O:39])[CH2:3][CH2:4][CH:5]([c:8]2[cH:9][c:10]([N:32]3[CH2:33][CH2:34][CH:35]([CH3:38])[CH2:36][CH2:37]3)[c:11]([NH:14][C:15](=[O:16])[c:17]3[nH:18][cH:19][c:20]([C:22]#[N:23])[n:21]3)[cH:12][cH:13]2)[CH2:6][CH2:7]1. Starting materials: FC=1C=CC(=C2C[C@H](COC12)N(CCC)C(CC)CC)OC ((R)-8-Fluoro-5-methoxy-3-(N-3-pentyl-N-n-propylamino)chroman), Cl (HCl). Solvent: CCOCC (ether), CCOCC (ether). The product is Cl.FC=1C=CC(=C2C[C@H](COC12)N(CCC)C(CC)CC)OC ((R)-8-Fluoro-5-methoxy-3-(N-3-pentyl-N-n-propylamino)chroman hydrochloride). As a reaction SMILES: [F:1][C:2]1[CH:3]=[CH:4][C:5]([O:21][CH3:22])=[C:6]2[C:11]=1[O:10][CH2:9][C@H:8]([N:12]([CH:16]([CH2:19][CH3:20])[CH2:17][CH3:18])[CH2:13][CH2:14][CH3:15])[CH2:7]2.[ClH:23]>CCOCC>[ClH:23].[F:1][C:2]1[CH:3]=[CH:4][C:5]([O:21][CH3:22])=[C:6]2[C:11]=1[O:10][CH2:9][C@H:8]([N:12]([CH:16]([CH2:19][CH3:20])[CH2:17][CH3:18])[CH2:13][CH2:14][CH3:15])[CH2:7]2 |f:3.4|. Procedure details: (R)-8-Fluoro-5-methoxy-3-(N-3-pentyl-N-n-propylamino)chroman (4.59 g, 14.8 mmol) was dissolved in ether. HCl in ether was added to precipitate the HCl-salt, and gave after drying 4.59 g of (R)-8-fluoro-5-methoxy-3-(N-3-pentyl-N-n-propylamino)chroman hydrochloride as a white powder. Mp. 30°-50° C. (sinters). The solvent is O1CCCC1 (tetrahydrofuran). Starting materials: N1(CCC2=CC=CC=C12)CCO (2-(indolin-1-yl)-ethanol), N(=NC(=O)N1CCCCC1)C(=O)N1CCCCC1 (1,1'-(azodicarbonyl)dipiperidine), OC1=CC=C(CC2C(N(C(S2)=O)C(C2=CC=CC=C2)(C2=CC=CC=C2)C2=CC=CC=C2)=O)C=C1 (5-(4-hydroxybenzyl)-3-triphenylmethylthiazolidine-2,4-dione), C(CCC)P(CCCC)CCCC (tributylphosphine). Product: N1(CCC2=CC=CC=C12)CCOC1=CC=C(CC2C(N(C(S2)=O)C(C2=CC=CC=C2)(C2=CC=CC=C2)C2=CC=CC=C2)=O)C=C1 (5-{4-[2-(Indolin-1-yl)ethoxy]benzyl}-3-triphenylmethylthiazolidine-2,4-dion). Procedure details: A procedure similar to that described in Preparation was repeated, except that 240 mg of 2-(indolin-1-yl)-ethanol (prepared as described in Preparation 9), 690 mg of 5-(4-hydroxybenzyl)-3-triphenylmethylthiazolidine-2,4-dione, 0.37 ml of tributylphosphine, 370 mg of 1,1'-(azodicarbonyl)dipiperidine and 5 ml of anhydrous tetrahydrofuran were used, to give 530 mg of the title compound having Rf=0.88 (on silica gel thin layer chromatography using a 2:1 by volume mixture of hexane and ethyl acetate ... As a reaction SMILES: [N:1]1([CH2:10][CH2:11][OH:12])[C:9]2[C:4](=[CH:5][CH:6]=[CH:7][CH:8]=2)[CH2:3][CH2:2]1.O[C:14]1[CH:46]=[CH:45][C:17]([CH2:18][CH:19]2[S:23][C:22](=[O:24])[N:21]([C:25]([C:38]3[CH:43]=[CH:42][CH:41]=[CH:40][CH:39]=3)([C:32]3[CH:37]=[CH:36][CH:35]=[CH:34][CH:33]=3)[C:26]3[CH:31]=[CH:30][CH:29]=[CH:28][CH:27]=3)[C:20]2=[O:44])=[CH:16][CH:15]=1.C(P(CCCC)CCCC)CCC.N(C(N1CCCCC1)=O)=NC(N1CCCCC1)=O>O1CCCC1>[N:1]1([CH2:10][CH2:11][O:12][C:14]2[CH:46]=[CH:45][C:17]([CH2:18][CH:19]3[S:23][C:22](=[O:24])[N:21]([C:25]([C:38]4[CH:43]=[CH:42][CH:41]=[CH:40][CH:39]=4)([C:32]4[CH:33]=[CH:34][CH:35]=[CH:36][CH:37]=4)[C:26]4[CH:31]=[CH:30][CH:29]=[CH:28][CH:27]=4)[C:20]3=[O:44])=[CH:16][CH:15]=2)[C:9]2[C:4](=[CH:5][CH:6]=[CH:7][CH:8]=2)[CH2:3][CH2:2]1. Isolated yield 59.0%. The reactants are [Mg] (Magnesium), BrCCCCC (bromomethylbutane), FC(C1=CC=C(C#N)C=C1)(F)F (4-trifluoromethylbenzonitrile), CuBr, C1(=CC=CC=C1)C (toluene), C1CCOC1 (THF), BrCCCCC (1-Bromo-4 -methylbutane). The solvent is O (water). Reaction conditions: time 5 minute. Product: CC(CCC(=O)C1=CC=C(C=C1)C(F)(F)F)C (4-methyl-1-[4-(trifluoromethyl)phenyl]pentan-1-one). As a reaction SMILES: [Mg].[CH2:2]1[CH2:6][O:5][CH2:4][CH2:3]1.BrCCCCC.[F:13][C:14]([F:24])([F:23])[C:15]1[CH:22]=[CH:21]C(C#N)=CC=1.[C:25]1([CH3:31])[CH:30]=CC=[CH:27][CH:26]=1>O>[CH3:30][CH:25]([CH3:31])[CH2:26][CH2:27][C:4]([C:3]1[CH:21]=[CH:22][C:15]([C:14]([F:13])([F:23])[F:24])=[CH:6][CH:2]=1)=[O:5]. Reported procedure: Magnesium (17 g) was stirred 10 min under nitrogen then THF (400 mL) was added. 1-Bromo-4 -methylbutane (5 mL) was added and the mixture stirred 5 min until the reaction initiated (exotherm) the reminder of the bromomethylbutane (100 g, 0.672 mol) was added keeping the temp below 35° C. (water bath). The mixture was stirred 1 hr at RT and a solution of 4-trifluoromethylbenzonitrile (100 g, 0.584 mol) in toluene (1 L) containing some CuBr was added dropwise keeping the temp 25° C. The solution wa...